This data is from the Open Reaction Database (ORD), a public repository of structured organic reaction records. The task is: describe an organic reaction: reactants, conditions, products, and yield Starting materials: C(C)S (ethanethiol), CC(C)([O-])C.[K+] (potassium t-butoxide), FC=1C2=C(N(N=C2C=CC1)C)S(=O)(=O)N (4-fluoro-2-methyl-2H-indazole-3-sulfonamide). The solvent is CS(=O)C (DMSO). Run at temperature 120 celsius, time 2 hour. The product is C(C)SC=1C2=C(N(N=C2C=CC1)C)S(=O)(=O)N (4-ethylthio-2-methyl-2H-indazole-3-sulfonamide). The yield is 71.6%. As a reaction SMILES: [CH2:1]([SH:3])[CH3:2].CC(C)([O-])C.[K+].F[C:11]1[C:12]2[C:16]([CH:17]=[CH:18][CH:19]=1)=[N:15][N:14]([CH3:20])[C:13]=2[S:21]([NH2:24])(=[O:23])=[O:22]>CS(C)=O>[CH2:1]([S:3][C:11]1[C:12]2[C:16]([CH:17]=[CH:18][CH:19]=1)=[N:15][N:14]([CH3:20])[C:13]=2[S:21]([NH2:24])(=[O:23])=[O:22])[CH3:2] |f:1.2|. Procedure: 4.8 g (77 mmol) of ethanethiol was added to a solution containing 8.6 g (77 mmol) of potassium t-butoxide in DMSO (70 ml), under cooling with ice, and 8 g (35 mmol) of 4-fluoro-2-methyl-2H-indazole-3-sulfonamide was further added thereto. This mixture was stirred at 120° C. for 2 hours. After confirming the disappearance of the starting material by TLC, treatment was conducted in the same manner as in Preparation Example 6 to obtain 6.8 g (yield: 72.5%) of the desired product. Melting: 145°-147°... Reactants: BrC=1C(=C(C=C(C1C)Cl)C(C)=O)O (1-(3-bromo-5-chloro-2-hydroxy-4-methylphenyl)ethanone), O (water), C([O-])([O-])=O.[K+].[K+] (Potassium carbonate), ICC (iodoethane). Run in CN(C)C=O (DMF). Reaction conditions: temperature 60 celsius, time 2 hour. Product: BrC=1C(=C(C=C(C1C)Cl)C(C)=O)OCC (1-(3-Bromo-5-chloro-2-ethoxy-4-methylphenyl)ethanone). Reaction SMILES: [Br:1][C:2]1[C:3]([OH:13])=[C:4]([C:10](=[O:12])[CH3:11])[CH:5]=[C:6]([Cl:9])[C:7]=1[CH3:8].C(=O)([O-])[O-].[K+].[K+].I[CH2:21][CH3:22].O>CN(C=O)C>[Br:1][C:2]1[C:3]([O:13][CH2:21][CH3:22])=[C:4]([C:10](=[O:12])[CH3:11])[CH:5]=[C:6]([Cl:9])[C:7]=1[CH3:8] |f:1.2.3|. Reported procedure: Into a round bottom flask was placed 1-(3-bromo-5-chloro-2-hydroxy-4-methylphenyl)ethanone (6.0 g, 23 mmol) in anhydrous DMF (22.8 mL). Potassium carbonate (6.3 g, 46 mmol) was then added followed by iodoethane (2.73 mL, 34.2 mmol). The resulting suspension was stirred at 60° C. for 2 h. The mixture was poured into 100 mL water and extracted with 200 mL of ethyl ether. The organic layers were separated, combined and washed with water and saturated NaCl solution, dried over anhydrous sodium sulfa... Reactants: COC1=CC=C(C=C1)C1=CC(=NO1)C1=C(C(=O)OC)C=CC=C1 (methyl 2-[5-(4-methoxyphenyl)-3-isoxazolyl]benzoate). Run in O (water), Cl (HCl), C(C)(=O)O (acetic acid). Yields the product COC1=CC=C(C=C1)C1=CC(=NO1)C1=C(C(=O)O)C=CC=C1 (2-[5-(4-Methoxyphenyl)-3-Isoxazolyl]-Benzoic Acid). Isolated yield 99.0%. As a reaction SMILES: [CH3:1][O:2][C:3]1[CH:8]=[CH:7][C:6]([C:9]2[O:13][N:12]=[C:11]([C:14]3[CH:23]=[CH:22][CH:21]=[CH:20][C:15]=3[C:16]([O:18]C)=[O:17])[CH:10]=2)=[CH:5][CH:4]=1>Cl.C(O)(=O)C.O>[CH3:1][O:2][C:3]1[CH:4]=[CH:5][C:6]([C:9]2[O:13][N:12]=[C:11]([C:14]3[CH:23]=[CH:22][CH:21]=[CH:20][C:15]=3[C:16]([OH:18])=[O:17])[CH:10]=2)=[CH:7][CH:8]=1. Procedure details: A solution of 1.81 g of methyl 2-[5-(4-methoxyphenyl)-3-isoxazolyl]benzoate in 8 ml concentrated HCl and 8 ml of acetic acid was held at reflux for 4 hours, cooled, diluted with water, and filtered to give 1.71 g (99%) of white solid, mp 182-185° C. Recrystallization of the solid from CH3CN gave 1.27 g (73%) of solid, mp 186-187.5° C.